From a dataset of the Open Reaction Database (ORD), a public repository of structured organic reaction records. describe an organic reaction: reactants, conditions, products, and yield Reactants: COc1ccc(CC2(NCC(O)c3ccc(OCc4ccccc4)c4[nH]c(=O)ccc34)CC2)cc1, CO. The product is COc1ccc(CC2(NCC(O)c3ccc(O)c4[nH]c(=O)ccc34)CC2)cc1. RXN SMILES: [CH2:1]([c:2]1[cH:3][cH:4][cH:5][cH:6][cH:7]1)[O:8][c:9]1[cH:10][cH:11][c:12]([CH:20]([CH2:21][NH:22][C:23]2([CH2:26][c:27]3[cH:28][cH:29][c:30]([O:33][CH3:34])[cH:31][cH:32]3)[CH2:24][CH2:25]2)[OH:35])[c:13]2[cH:14][cH:15][c:16](=[O:19])[nH:17][c:18]12.[CH3:36][OH:37]>>[OH:8][c:9]1[cH:10][cH:11][c:12]([CH:20]([CH2:21][NH:22][C:23]2([CH2:26][c:27]3[cH:28][cH:29][c:30]([O:33][CH3:34])[cH:31][cH:32]3)[CH2:24][CH2:25]2)[OH:35])[c:13]2[cH:14][cH:15][c:16](=[O:19])[nH:17][c:18]12. Starting materials: BrC1=CC(N(C=C1)CC(C)(C)O)=O (4-bromo-1-(2-hydroxy-2-methyl-propyl)-1H-pyridin-2-one), CI (methyl iodide), Intermediate XXIX. Yields the product BrC1=CC(N(C=C1)CC(C)(C)OC)=O (4-Bromo-1-(2-methoxy-2-methyl-propyl)-1H-pyridin-2-one). Reaction SMILES: [Br:1][C:2]1[CH:7]=[CH:6][N:5]([CH2:8][C:9]([OH:12])([CH3:11])[CH3:10])[C:4](=[O:13])[CH:3]=1.[CH3:14]I>>[Br:1][C:2]1[CH:7]=[CH:6][N:5]([CH2:8][C:9]([O:12][CH3:14])([CH3:10])[CH3:11])[C:4](=[O:13])[CH:3]=1. Reported procedure: The title compound was prepared from 4-bromo-1-(2-hydroxy-2-methyl-propyl)-1H-pyridin-2-one and methyl iodide following a procedure analogous to that described in Intermediate XXIX. Mass spectrum (ESI+): m/z=260/262 (Br) [M+H]+. Reactants: O=C(O)CN1CCN(Cc2ccc3c(c2)OCO3)CC1, CCN=C=NCCCN(C)C, Cl, Nc1ccc(Oc2ccc([N+](=O)[O-])cn2)cc1, CN(C)C=O, O, On1nnc2ccccc21. Product: O=C(CN1CCN(Cc2ccc3c(c2)OCO3)CC1)Nc1ccc(Oc2ccc([N+](=O)[O-])cn2)cc1. RXN SMILES: [CH2:1]([c:2]1[cH:3][c:4]2[c:8]([cH:9][cH:10]1)[O:7][CH2:6][O:5]2)[N:11]1[CH2:12][CH2:13][N:14]([CH2:17][C:18](=[O:19])[OH:20])[CH2:15][CH2:16]1.[CH2:33]([N:34]=[C:35]=[N:36][CH2:37][CH2:38][CH2:39][N:40]([CH3:41])[CH3:42])[CH3:43].[ClH:32].[N+:44](=[O:45])([O-:46])[c:47]1[cH:48][cH:49][c:50]([O:53][c:54]2[cH:55][cH:56][c:57]([NH2:60])[cH:58][cH:59]2)[n:51][cH:52]1.[O:61]=[CH:62][N:63]([CH3:64])[CH3:65].[OH2:21].[OH:22][n:23]1[c:24]2[cH:25][cH:26][cH:27][cH:28][c:29]2[n:30][n:31]1>>[CH2:1]([c:2]1[cH:3][c:4]2[c:8]([cH:9][cH:10]1)[O:7][CH2:6][O:5]2)[N:11]1[CH2:12][CH2:13][N:14]([CH2:17][C:18](=[O:20])[NH:60][c:57]2[cH:56][cH:55][c:54]([O:53][c:50]3[cH:49][cH:48][c:47]([N+:44](=[O:45])[O-:46])[cH:52][n:51]3)[cH:59][cH:58]2)[CH2:15][CH2:16]1. Starting materials: C(C)(C)(C)OC(=O)N1C(C=2C(CC1)=C(NC2)C=O)=O (1-formyl-4-oxo-2,4,6,7-tetrahydro-pyrrolo[3,4-c]pyridine-5-carboxylic acid tert-butyl ester). Run in FC(C(=O)O)(F)F (trifluoroacetic acid), ClCCl (dichloromethane). Reaction conditions: time 30 minute. The product is O=C1NCCC=2C1=CNC2C=O (4-oxo-4,5,6,7-tetrahydro-2H-pyrrolo[3,4-c]pyridine-1-carbaldehyde). Isolated yield 53.7%. As a reaction SMILES: C(OC([N:8]1[CH2:13][CH2:12][C:11]2=[C:14]([CH:17]=[O:18])[NH:15][CH:16]=[C:10]2[C:9]1=[O:19])=O)(C)(C)C>FC(F)(F)C(O)=O.ClCCl>[O:19]=[C:9]1[C:10]2=[CH:16][NH:15][C:14]([CH:17]=[O:18])=[C:11]2[CH2:12][CH2:13][NH:8]1. Procedure details: A mixture of 1-formyl-4-oxo-2,4,6,7-tetrahydro-pyrrolo[3,4-c]pyridine-5-carboxylic acid tert-butyl ester (1.2 g, 4.54 mmol) in 50% of trifluoroacetic acid in dichloromethane was stirred at room temperature for 30 minutes. The reaction was concentrated and the residue was recrystallized from dichloromethane to give 400 mg (75%) of 4-oxo-4,5,6,7-tetrahydro-2H-pyrrolo[3,4-c]pyridine-1-carbaldehyde. Reactants: ClC1=NC=C(C(=C1)N[C@H]1CC[C@H](CC1)C(=O)NC(C)C)[N+](=O)[O-] (cis-4-(2-chloro-5-nitropyridin-4-ylamino)-N-isopropylcyclohexanecarboxamide), Cl (HCl), C(=O)[O-].[NH4+] (ammonium formate). Reagents/catalysts: [Pd] (Pd/C). Solvent: CCO (EtOH). Run at time 30 minute. Product: NC=1C=NC=CC1NC1CCC(CC1)C(=O)NC(C)C (4-(3-aminopyridin-4-ylamino)-N-isopropylcyclohexanecarboxamide). Reaction SMILES: Cl[C:2]1[CH:7]=[C:6]([NH:8][C@@H:9]2[CH2:14][CH2:13][C@H:12]([C:15]([NH:17][CH:18]([CH3:20])[CH3:19])=[O:16])[CH2:11][CH2:10]2)[C:5]([N+:21]([O-])=O)=[CH:4][N:3]=1.Cl.C([O-])=O.[NH4+]>CCO.[Pd]>[NH2:21][C:5]1[CH:4]=[N:3][CH:2]=[CH:7][C:6]=1[NH:8][CH:9]1[CH2:10][CH2:11][CH:12]([C:15]([NH:17][CH:18]([CH3:20])[CH3:19])=[O:16])[CH2:13][CH2:14]1 |f:2.3|. Procedure: To a solution of cis-4-(2-chloro-5-nitropyridin-4-ylamino)-N-isopropylcyclohexanecarboxamide (100 mg, 0.293 mmol) and conc. HCl (0.072 mL, 0.880 mmol) in EtOH (3.0 mL) under nitrogen was added Pd/C (10% wt) (156 mg, 0.147 mmol) and ammonium formate (185 mg, 2.93 mmol), and the mixture was stirred at RT for 30 minutes. The mixture was filtered through a pad of Celite® brand filter aid and evaporated. The residue was diluted with 10% IPA in DCM, and washed with 1 N NaOH and then with saturated aqu... The reactants are Fc1cc(Br)ccc1CBr, CCO, CC(C)[N+](=O)[O-], [Na]. Yields the product O=Cc1ccc(Br)cc1F. As a reaction SMILES: [Br:8][c:9]1[cH:10][c:11]([F:17])[c:12]([CH2:13][Br:14])[cH:15][cH:16]1.[CH3:18][CH2:19][OH:20].[CH3:2][CH:3]([N+:4](=[O:5])[O-:6])[CH3:7].[Na:1]>>[O:6]=[CH:13][c:12]1[c:11]([F:17])[cH:10][c:9]([Br:8])[cH:16][cH:15]1. Reactants: N1CCC2(CC1)CSC1=C(O2)C2=CC=CC=C2C(C1=O)=O (spiro[naphtho[1,2-b][1,4]oxathiine-2,4′-piperidine]-5,6-dione), C(C1=CC=CC=C1)OCC1OC1 (2-[(benzyloxy)methyl]oxirane). Product: C(C1=CC=CC=C1)OCC(CN1CCC2(CC1)CSC1=C(O2)C2=CC=CC=C2C(C1=O)=O)O (1′-[3-(benzyloxy)-2-hydroxypropyl]spiro[naphtho[1,2-b][1,4]oxathiine-2,4′-piperidine]-5,6-dione). Reaction SMILES: [NH:1]1[CH2:6][CH2:5][C:4]2([O:11][C:10]3[C:12]4[C:17]([C:18](=[O:21])[C:19](=[O:20])[C:9]=3[S:8][CH2:7]2)=[CH:16][CH:15]=[CH:14][CH:13]=4)[CH2:3][CH2:2]1.[CH2:22]([O:29][CH2:30][CH:31]1[CH2:33][O:32]1)[C:23]1[CH:28]=[CH:27][CH:26]=[CH:25][CH:24]=1>>[CH2:22]([O:29][CH2:30][CH:31]([OH:32])[CH2:33][N:1]1[CH2:2][CH2:3][C:4]2([O:11][C:10]3[C:12]4[C:17]([C:18](=[O:21])[C:19](=[O:20])[C:9]=3[S:8][CH2:7]2)=[CH:16][CH:15]=[CH:14][CH:13]=4)[CH2:5][CH2:6]1)[C:23]1[CH:28]=[CH:27][CH:26]=[CH:25][CH:24]=1. Procedure: Compound 171 was synthesized using spiro[naphtho[1,2-b][1,4]oxathiine-2,4′-piperidine]-5,6-dione, 2-[(benzyloxy)methyl]oxirane and conditions outlined in procedure X. LCMS: 466 [M+H]; Rt=1.01 min. Starting materials: ClC1=NC=CC=C1Cl (2,3-dichloropyridine), C(C)(C)N(C(C)C)CC (N,N-diisopropylethylamine), FC1=CC=C(C=C1)NC=1C2=C(N=CN1)CNCC2 (N-(4-Fluorophenyl)-5,6,7,8-tetrahydropyrido[3,4-d]pyrimidin-4-amine). Solvent: O1CCOCC1.CN(C(C)=O)C (dioxane N,N-dimethylacetamide). Reaction conditions: temperature 150 celsius. Product: ClC=1C(=NC=CC1)N1CC=2N=CN=C(C2CC1)NC1=CC=C(C=C1)F (7-(3-Chloropyridin-2-yl)-N-(4-fluorophenyl)-5,6,7,8-tetrahydropyrido[3,4-d]pyrimidin-4-amine). Yield: 29.3%. Reaction SMILES: [F:1][C:2]1[CH:7]=[CH:6][C:5]([NH:8][C:9]2[C:10]3[CH2:18][CH2:17][NH:16][CH2:15][C:11]=3[N:12]=[CH:13][N:14]=2)=[CH:4][CH:3]=1.Cl[C:20]1[C:25]([Cl:26])=[CH:24][CH:23]=[CH:22][N:21]=1.C(N(CC)C(C)C)(C)C>O1CCOCC1.CN(C)C(=O)C>[Cl:26][C:25]1[C:20]([N:16]2[CH2:17][CH2:18][C:10]3[C:9]([NH:8][C:5]4[CH:4]=[CH:3][C:2]([F:1])=[CH:7][CH:6]=4)=[N:14][CH:13]=[N:12][C:11]=3[CH2:15]2)=[N:21][CH:22]=[CH:23][CH:24]=1 |f:3.4|. Procedure details: N-(4-Fluorophenyl)-5,6,7,8-tetrahydropyrido[3,4-d]pyrimidin-4-amine (0.47 g, 1.92 mmol) was dissolved in a mixture of dioxane/N,N-dimethylacetamide (4:1) (3 mL). To the mixture was added 2,3-dichloropyridine (420 mg, 2.86 mmol) and N,N-diisopropylethylamine (0.38 mL, 2.2 mmol). The mixture was heated at 150° C. in a Personal Chemistry microwave for 16 h. The solvents were removed under vacuum and the residue was dissolved in ethyl acetate and washed with sat. NaHCO3 and brine. The organic layer ... Reactants: [O-][n+]1ccc(Br)cc1-c1ccccn1, ClC(Cl)Cl. The product is Brc1ccnc(-c2ccccn2)c1. RXN SMILES: [Br:1][c:2]1[cH:3][c:4](-[c:9]2[n:10][cH:11][cH:12][cH:13][cH:14]2)[n+:5]([O-:8])[cH:6][cH:7]1.[Cl:15][CH:16]([Cl:17])[Cl:18]>>[Br:1][c:2]1[cH:3][c:4](-[c:9]2[n:10][cH:11][cH:12][cH:13][cH:14]2)[n:5][cH:6][cH:7]1.